Dataset: the Open Reaction Database (ORD), a public repository of structured organic reaction records. Task: describe an organic reaction: reactants, conditions, products, and yield Starting materials: [OH-].[Na+] (sodium hydroxide), [N+](=O)([O-])C1=CC2=C(CCCC(C2)=O)C=C1 (3-nitro-5,7,8,9-tetrahydrobenzocyclohepten-6-one), C(C1=CC=CC=C1)N (benzylamine), C(C)(=O)O[BH-](OC(C)=O)OC(C)=O.[Na+] (sodium triacetoxyborohydride). The solvent is ClCCCl (1,2-dichloroethane), C(C)(=O)O (acetic acid). Conditions: time 5 hour. The product is C(C1=CC=CC=C1)NC1CC2=C(CCC1)C=CC(=C2)[N+](=O)[O-] (N-benzyl-(3-nitro-6,7,8,9-tetrahydro-5H-benzocyclohepten-6-yl)amine). As a reaction SMILES: [N+:1]([C:4]1[CH:15]=[CH:14][C:7]2[CH2:8][CH2:9][CH2:10][C:11](=O)[CH2:12][C:6]=2[CH:5]=1)([O-:3])=[O:2].[CH2:16]([NH2:23])[C:17]1[CH:22]=[CH:21][CH:20]=[CH:19][CH:18]=1.C(O[BH-](OC(=O)C)OC(=O)C)(=O)C.[Na+].[OH-].[Na+]>ClCCCl.C(O)(=O)C>[CH2:16]([NH:23][CH:11]1[CH2:10][CH2:9][CH2:8][C:7]2[CH:14]=[CH:15][C:4]([N+:1]([O-:3])=[O:2])=[CH:5][C:6]=2[CH2:12]1)[C:17]1[CH:22]=[CH:21][CH:20]=[CH:19][CH:18]=1 |f:2.3,4.5|. Procedure: Under nitrogen, to a solution of 3-nitro-5,7,8,9-tetrahydrobenzocyclohepten-6-one (300 mg) in 1,2-dichloroethane (10 ml) were added benzylamine (0.24 ml), sodium triacetoxyborohydride (460 mg) and acetic acid (0.17 ml) at room temperature, and the mixture was stirred at the same temperature for 5 hours. The resulting mixture was poured into aqueous 1N sodium hydroxide and extracted with ethyl acetate. The organic layer was washed with brine, dried over anhydrous magnesium sulfate and evaporated ... Reactants: C(Cl)Cl (CH2Cl2), CC1=NC2=C(C=CC=C2C(=C1)Cl)Br (2-methyl-4-chloro-8-bromo-quinoline), CC1=C(C(=CC(=C1)C)C)B(O)O (2,4,6-trimethyl phenylboronic acid), Ba(OH)2.8H2O. Reagents/catalysts: C=1C=CC(=CC1)[P](C=2C=CC=CC2)(C=3C=CC=CC3)[Pd]([P](C=4C=CC=CC4)(C=5C=CC=CC5)C=6C=CC=CC6)([P](C=7C=CC=CC7)(C=8C=CC=CC8)C=9C=CC=CC9)[P](C=1C=CC=CC1)(C=1C=CC=CC1)C=1C=CC=CC1 (tetrakis(triphenylphosphine)palladium). Solvent: O (water), C(OC)COC (dimethoxyethane), O (water). Reaction conditions: temperature 80 celsius. Product: CC1=NC2=C(C=CC=C2C(=C1)Cl)C1=C(C=C(C=C1C)C)C (2-methyl-4-chloro-8-(2,4,6-trimethylphenyl)-quinoline). Isolated yield 88.4%. As a reaction SMILES: [CH3:1][C:2]1[CH:11]=[C:10]([Cl:12])[C:9]2[C:4](=[C:5](Br)[CH:6]=[CH:7][CH:8]=2)[N:3]=1.[CH3:14][C:15]1[CH:20]=[C:19]([CH3:21])[CH:18]=[C:17]([CH3:22])[C:16]=1B(O)O.C(Cl)Cl>C(COC)OC.O.C1C=CC([P]([Pd]([P](C2C=CC=CC=2)(C2C=CC=CC=2)C2C=CC=CC=2)([P](C2C=CC=CC=2)(C2C=CC=CC=2)C2C=CC=CC=2)[P](C2C=CC=CC=2)(C2C=CC=CC=2)C2C=CC=CC=2)(C2C=CC=CC=2)C2C=CC=CC=2)=CC=1>[CH3:1][C:2]1[CH:11]=[C:10]([Cl:12])[C:9]2[C:4](=[C:5]([C:16]3[C:17]([CH3:22])=[CH:18][C:19]([CH3:21])=[CH:20][C:15]=3[CH3:14])[CH:6]=[CH:7][CH:8]=2)[N:3]=1 |^1:39,41,60,79|. Reported procedure: Part B: In a mixture of 270 ml dimethoxyethane and 45 ml water, after bubbling through nitrogen gas for 30 minutes, a quantity of 5.0 g ( 19.5 mmol) of 2-methyl-4-chloro-8-bromo-quinoline, 3.5 g (21 mmol) of 2,4,6-trimethyl phenylboronic acid, 13.2 g (42 mmol) Ba(OH)2.8H2O and 0.69 g (0.6 mmol) tetrakis(triphenylphosphine)palladium were subsequently dissolved. After heating to 80° C. for 16 hours and subsequent cooling, 250 ml of water and 500 ml of CH2Cl2 were added. After separation the organi...